describe an organic reaction: reactants, conditions, products, and yield From a dataset of the Open Reaction Database (ORD), a public repository of structured organic reaction records. As a reaction SMILES: [F:1][C:2]1[CH:33]=[CH:32][CH:31]=[CH:30][C:3]=1[O:4][CH2:5][CH2:6][CH2:7][N:8]1[CH2:13][CH2:12][CH:11]([CH2:14][NH:15][C:16]([C:18]2[S:28][C:27]3[N:29]4[C:20](=[CH:21][N:22]=[C:23]4[CH:24]=[CH:25][CH:26]=3)[CH:19]=2)=[O:17])[CH2:10][CH2:9]1.[ClH:34].CO>C(O)C>[ClH:34].[ClH:34].[F:1][C:2]1[CH:33]=[CH:32][CH:31]=[CH:30][C:3]=1[O:4][CH2:5][CH2:6][CH2:7][N:8]1[CH2:13][CH2:12][CH:11]([CH2:14][NH:15][C:16]([C:18]2[S:28][C:27]3[N:29]4[C:20](=[CH:21][N:22]=[C:23]4[CH:24]=[CH:25][CH:26]=3)[CH:19]=2)=[O:17])[CH2:10][CH2:9]1 |f:1.2,4.5.6|. Reactants: FC1=C(OCCCN2CCC(CC2)CNC(=O)C2=CC3=CN=C4C=CC=C(S2)N43)C=CC=C1 (N-[1-(3-(2-fluorophenoxy)propan-1-yl)piperidin-4-ylmethyl]-5-thia-1,8b-diazaacenaphthylene-4-carboxamide), Cl.CO (HCl methanol). The product is Cl.Cl.FC1=C(OCCCN2CCC(CC2)CNC(=O)C2=CC3=CN=C4C=CC=C(S2)N43)C=CC=C1 (N-[1-(3-(2-fluorophenoxy)propan-1-yl)piperidin-4-ylmethyl]-5-thia-1,8b-diazaacenaphthylene-4-carboxamide Dihydrochloride). Reported procedure: To a solution of 244 mg (0.52 mM) of N-[1-(3-(2-fluorophenoxy)propan-1-yl)piperidin-4-ylmethyl]-5-thia-1,8b-diazaacenaphthylene-4-carboxamide in ethanol (4 ml) was added 1.0 ml (4.0 mM) of 4N-HCl/methanol. The solvent was distilled off under reduced pressure and the residue was purified by recrystallization to provide the title compound. The solvent is C(C)O (ethanol). Product: [Si](C)(C)(C(C)(C)C)C1=C(C(=NC(=C1Cl)F)C(=O)C=1C(=NC=CC1)F)F ((4-(tert-butyldimethylsilyl)-5-chloro-3,6-difluoropyridin-2-yl)(2-fluoropyridin-3-yl)methanone). Reactants: C(C)(C)NC(C)C (diisopropylamine), [Li]CCCC (n-BuLi), C(C)(C)(C)[Si](C)(C)C1=C(C(=NC=C1F)F)Cl (tert-butyl-(3-chloro-2,5-difluoro-4-pyridyl)-dimethyl-silane), FC1=NC=CC=C1C(=O)N(C)OC (2-fluoro-N-methoxy-N-methylpyridine-3-carboxamide). Reaction SMILES: C(NC(C)C)(C)C.[Li]CCCC.[C:13]([Si:17]([C:20]1[C:25]([F:26])=[CH:24][N:23]=[C:22]([F:27])[C:21]=1[Cl:28])([CH3:19])[CH3:18])([CH3:16])([CH3:15])[CH3:14].[F:29][C:30]1[C:35]([C:36](N(OC)C)=[O:37])=[CH:34][CH:33]=[CH:32][N:31]=1>C1COCC1>[Si:17]([C:20]1[C:21]([Cl:28])=[C:22]([F:27])[N:23]=[C:24]([C:36]([C:35]2[C:30]([F:29])=[N:31][CH:32]=[CH:33][CH:34]=2)=[O:37])[C:25]=1[F:26])([C:13]([CH3:16])([CH3:14])[CH3:15])([CH3:19])[CH3:18]. Run in C1CCOC1 (THF), C1CCOC1 (THF), C1CCOC1 (THF). Procedure: A solution of diisopropylamine (52.41 g, 72.59 mL, 517.9 mmol) in THF (967.3 mL) was cooled to −20° C. n-BuLi (2.5M in hexane) (198.5 mL of 2.5 M, 496.3 mmol) was added dropwise over 15 minutes via cannula maintaining the internal temperature below −15° C. The solution was warmed to 0° C. then immediately re-cooled to −90° C. A solution of tert-butyl-(3-chloro-2,5-difluoro-4-pyridyl)-dimethyl-silane (113.84 g, 431.6 mmol) in THF (85.35 mL) was added dropwise over 20 min via cannula at such a rat... Reaction conditions: temperature 0 celsius, time 1 hour. The reactants are O=C([O-])O, CC(=Cc1ccc2c(c1)n(C)c(=O)n2C)[N+](=O)[O-], CO, [Cl-], [Cl-], [Cl-], Cl, [Fe+3], [Fe], [Na+], O, O, O, O, O, O, O. Product: CC(=O)Cc1ccc2c(c1)n(C)c(=O)n2C. Reaction SMILES: [C:21]([O-:22])(=[O:23])[OH:24].[CH3:1][n:2]1[c:3](=[O:18])[n:4]([CH3:17])[c:5]2[c:6]1[cH:7][cH:8][c:9]([CH:11]=[C:12]([CH3:13])[N+:14]([O-:15])=[O:16])[cH:10]2.[CH3:26][OH:27].[Cl-:35].[Cl-:36].[Cl-:37].[ClH:20].[Fe+3:38].[Fe:28].[Na+:25].[OH2:19].[OH2:29].[OH2:30].[OH2:31].[OH2:32].[OH2:33].[OH2:34]>>[CH3:1][n:2]1[c:3](=[O:18])[n:4]([CH3:17])[c:5]2[c:6]1[cH:7][cH:8][c:9]([CH2:11][C:12]([CH3:13])=[O:22])[cH:10]2. As a reaction SMILES: [Br:14][N:15]1[C:16](=[O:17])[CH2:18][CH2:19][C:20]1=[O:21].[CH:22]([Cl:23])([Cl:24])[Cl:25].[F:1][c:2]1[cH:3][cH:4][c:5]([CH:8]([CH2:9][CH2:10][CH:11]=[CH2:12])[OH:13])[cH:6][cH:7]1>>[F:1][c:2]1[cH:3][cH:4][c:5]([CH:8]2[CH2:9][CH2:10][CH:11]([CH2:12][Br:14])[O:13]2)[cH:6][cH:7]1. The reactants are O=C1CCC(=O)N1Br, ClC(Cl)Cl, C=CCCC(O)c1ccc(F)cc1. Yields the product Fc1ccc(C2CCC(CBr)O2)cc1. RXN SMILES: C(OC([N:11]1[CH2:15][C:14](=[CH2:16])[N:13]=[C:12]1[NH:17][CH2:18][C:19]1[CH:24]=[CH:23][CH:22]=[CH:21][C:20]=1[Cl:25])=O)C1C=CC=CC=1.[N:26]1[C:35]2[C:30](=[N:31][C:32](C=O)=[CH:33][CH:34]=2)[CH:29]=[CH:28][CH:27]=1.N1CCCCC1.CC([OH:47])C>>[Cl:25][C:20]1[CH:21]=[CH:22][CH:23]=[CH:24][C:19]=1[CH2:18][NH:17][C:12]1[NH:13][C:14](=[CH:16][C:32]2[CH:33]=[CH:34][C:35]3[C:30](=[CH:29][CH:28]=[CH:27][N:26]=3)[N:31]=2)[C:15](=[O:47])[N:11]=1. Starting materials: C(C1=CC=CC=C1)OC(=O)N1C(=NC(C1)=C)NCC1=C(C=CC=C1)Cl (2-(2-chloro-benzylamino)-4-methylene-4,5-dihydro-imidazole-1-carboxylic acid benzyl ester), N1=CC=CC2=NC(=CC=C12)C=O (1,5-naphthyridine-6-carboxaldehyde), CC(C)O (iPrOH), N1CCCCC1 (piperidine). Procedure details: To a mixture of 2-(2-chloro-benzylamino)-4-methylene-4,5-dihydro-imidazole-1-carboxylic acid benzyl ester (62.0 mg, 0.17 mmol), 1,5-naphthyridine-6-carboxaldehyde (31.6 mg, 0.2 mmol) and iPrOH (5.0 mL) in a 25-mL round bottom flask was added piperidine (0.05 mL) and the suspension was then heated under refluxing for 3.5 hrs to give a suspension. The reaction mixture was concentrated to give a brown solid which was washed with MeOH and ether. The solid was collected by filtration to give 2-(2-chl... Yields the product ClC1=C(CNC=2NC(C(N2)=O)=CC2=NC3=CC=CN=C3C=C2)C=CC=C1 (2-(2-chloro-benzylamino)-5-[1,5]-naphthyridin-2-ylmethylene-1,5-dihydro-imidazol-4-one). Reactants: [BH3-]C#N, CCCCCCCN, Cn1c(C=O)cc2ccccc21, CC(=O)O, CCO, [Na+], O. Product: CCCCCCCNCc1cc2ccccc2n1C. Reaction SMILES: [C:25]([BH3-:26])#[N:27].[CH2:13]([CH2:14][CH2:15][CH2:16][CH2:17][CH2:18][CH3:19])[NH2:20].[CH3:1][n:2]1[c:3]([CH:11]=[O:12])[cH:4][c:5]2[cH:6][cH:7][cH:8][cH:9][c:10]12.[CH3:21][C:22](=[O:23])[OH:24].[CH3:29][CH2:30][OH:31].[Na+:28].[OH2:32]>>[CH3:1][n:2]1[c:3]([CH2:11][NH:20][CH2:13][CH2:14][CH2:15][CH2:16][CH2:17][CH2:18][CH3:19])[cH:4][c:5]2[cH:6][cH:7][cH:8][cH:9][c:10]12.